Task: describe an organic reaction: reactants, conditions, products, and yield. Dataset: the Open Reaction Database (ORD), a public repository of structured organic reaction records Starting materials: FC(F)(F)c1cc(COC2CCC3CCC2(c2ccccc2)N3Cc2ccccc2)cc(C(F)(F)F)c1, CC(=O)O, CCOC(C)=O. Yields the product FC(F)(F)c1cc(COC2CCC3CCC2(c2ccccc2)N3)cc(C(F)(F)F)c1. Reaction SMILES: [CH2:1]([c:2]1[cH:3][cH:4][cH:5][cH:6][cH:7]1)[N:8]1[C:9]2([c:32]3[cH:33][cH:34][cH:35][cH:36][cH:37]3)[CH:10]([O:16][CH2:17][c:18]3[cH:19][c:20]([C:28]([F:29])([F:30])[F:31])[cH:21][c:22]([C:24]([F:25])([F:26])[F:27])[cH:23]3)[CH2:11][CH2:12][CH:13]1[CH2:14][CH2:15]2.[CH3:38][C:39](=[O:40])[OH:41].[CH3:42][CH2:43][O:44][C:45](=[O:46])[CH3:47]>>[NH:8]1[C:9]2([c:32]3[cH:33][cH:34][cH:35][cH:36][cH:37]3)[CH:10]([O:16][CH2:17][c:18]3[cH:19][c:20]([C:28]([F:29])([F:30])[F:31])[cH:21][c:22]([C:24]([F:25])([F:26])[F:27])[cH:23]3)[CH2:11][CH2:12][CH:13]1[CH2:14][CH2:15]2. Starting materials: COc1ccc2c(OC3CC4C(=O)NC5(C(=O)O)CC5C=CCCCCN(C)C(=O)N4C3)ncc(Br)c2c1, COc1ccc2c(OC3CC4C(=O)NC5(C(=O)NS(=O)(=O)C6CC6)CC5C=CCCCCN(C)C(=O)N4C3)nc(Cl)cc2c1. Product: COc1ccc2c(OC3CC4C(=O)NC5(C(=O)NS(=O)(=O)C6CC6)CC5C=CCCCCN(C)C(=O)N4C3)ncc(Br)c2c1. Reaction SMILES: [Br:1][c:2]1[cH:3][n:4][c:5]([O:14][CH:15]2[CH2:16][N:17]3[C:18](=[O:38])[N:19]([CH3:37])[CH2:20][CH2:21][CH2:22][CH2:23][CH:24]=[CH:25][CH:26]4[CH2:27][C:28]4([C:34](=[O:35])[OH:36])[NH:29][C:30](=[O:33])[CH:31]3[CH2:32]2)[c:6]2[cH:7][cH:8][c:9]([O:12][CH3:13])[cH:10][c:11]12.[Cl:39][c:40]1[n:41][c:42]([O:43][CH:44]2[CH2:45][CH:46]3[N:47]([C:48](=[O:49])[N:50]([CH3:51])[CH2:52][CH2:53][CH2:54][CH2:55][CH:56]=[CH:57][CH:58]4[C:59]([C:60](=[O:61])[NH:74][S:75](=[O:76])(=[O:77])[CH:78]5[CH2:79][CH2:80]5)([NH:62][C:63]3=[O:64])[CH2:65]4)[CH2:66]2)[c:67]2[c:68]([cH:69]1)[cH:70][c:71]([O:72][CH3:73])[cH:81][cH:82]2>>[Br:1][c:2]1[cH:3][n:4][c:5]([O:14][CH:15]2[CH2:16][N:17]3[C:18](=[O:38])[N:19]([CH3:37])[CH2:20][CH2:21][CH2:22][CH2:23][CH:24]=[CH:25][CH:26]4[CH2:27][C:28]4([C:34](=[O:36])[NH:74][S:75](=[O:76])(=[O:77])[CH:78]4[CH2:79][CH2:80]4)[NH:29][C:30](=[O:33])[CH:31]3[CH2:32]2)[c:6]2[cH:7][cH:8][c:9]([O:12][CH3:13])[cH:10][c:11]12. Reactants: FC1=CC=C(C=C1)C1=CC=C(C=C1)C(=O)NC1=CC=2CCC(CC2C=C1)CN(C)C (4′-Fluoro-N-[6-[(N,N-dimethylamino)methyl]-5,6,7,8-tetrahydro-2-naphthalenyl)[1,1′-biphenyl]-4-carboxamide), Cl.C(C)(=O)OCC (hydrochloric acid ethyl acetate). Solvent: C(C)(=O)OCC (ethyl acetate). Yields the product Cl.CN(C)CC1CC=2C=CC(=CC2CC1)NC(=O)C1=CC=C(C=C1)C1=CC=C(C=C1)F (N-[6-[(Dimethylamino)methyl]-5,6,7,8-tetrahydro-2-naphthalenyl]-4′-fluoro[1,1′-biphenyl]-4-carboxamide hydrochloride). As a reaction SMILES: [F:1][C:2]1[CH:7]=[CH:6][C:5]([C:8]2[CH:13]=[CH:12][C:11]([C:14]([NH:16][C:17]3[CH:26]=[CH:25][C:24]4[CH2:23][CH:22]([CH2:27][N:28]([CH3:30])[CH3:29])[CH2:21][CH2:20][C:19]=4[CH:18]=3)=[O:15])=[CH:10][CH:9]=2)=[CH:4][CH:3]=1.[ClH:31].C(OCC)(=O)C>C(OCC)(=O)C>[ClH:31].[CH3:30][N:28]([CH2:27][CH:22]1[CH2:21][CH2:20][C:19]2[CH:18]=[C:17]([NH:16][C:14]([C:11]3[CH:12]=[CH:13][C:8]([C:5]4[CH:4]=[CH:3][C:2]([F:1])=[CH:7][CH:6]=4)=[CH:9][CH:10]=3)=[O:15])[CH:26]=[CH:25][C:24]=2[CH2:23]1)[CH3:29] |f:1.2,4.5|. Reported procedure: 4′-Fluoro-N-[6-[(N,N-dimethylamino)methyl]-5,6,7,8-tetrahydro-2-naphthalenyl)[1,1′-biphenyl]-4-carboxamide synthesized in Example 42 was dissolved in ethyl acetate. An excess amount of 4N hydrochloric acid-ethyl acetate solution was added to the solution, which was concentrated under reduced pressure. The resulting residue was recrystallized from methanol-ethyl acetate, to give the titled compound. The reactants are N1=C(C=CC=C1)CN1N=CC2=CC(=CC=C12)NC1=NC=NC2=CC=CC(=C12)O[C@@H](C(=O)OC)C (methyl (2R)-2-[(4-{[1-(pyridin-2-ylmethyl)-1H-indazol-5-yl]amino}quinazolin-5-yl)oxy]propanoate), CNCCO (2-(methylamino)-ethanol). Conditions: temperature 100 celsius. The product is OCCN(C([C@@H](C)OC1=C2C(=NC=NC2=CC=C1)NC=1C=C2C=NN(C2=CC1)CC1=NC=CC=C1)=O)C ((2R)—N-(2-Hydroxyethyl)-N-methyl-2-[(4-{[1-(pyridin-2-ylmethyl)-1H-indazol-5-yl]amino}quinazolin-5-yl)oxy]propanamide), N.CO (NH3 methanol). The yield is 5.0%. RXN SMILES: [N:1]1[CH:6]=[CH:5][CH:4]=[CH:3][C:2]=1[CH2:7][N:8]1[C:16]2[C:11](=[CH:12][C:13]([NH:17][C:18]3[C:27]4[C:22](=[CH:23][CH:24]=[CH:25][C:26]=4[O:28][C@H:29]([CH3:34])[C:30](OC)=[O:31])[N:21]=[CH:20][N:19]=3)=[CH:14][CH:15]=2)[CH:10]=[N:9]1.[CH3:35][NH:36][CH2:37][CH2:38][OH:39]>>[OH:39][CH2:38][CH2:37][N:36]([CH3:35])[C:30](=[O:31])[C@H:29]([O:28][C:26]1[CH:25]=[CH:24][CH:23]=[C:22]2[C:27]=1[C:18]([NH:17][C:13]1[CH:12]=[C:11]3[C:16](=[CH:15][CH:14]=1)[N:8]([CH2:7][C:2]1[CH:3]=[CH:4][CH:5]=[CH:6][N:1]=1)[N:9]=[CH:10]3)=[N:19][CH:20]=[N:21]2)[CH3:34].[NH3:1].[CH3:26][OH:28] |f:3.4|. Procedure: A stirred suspension of methyl (2R)-2-[(4-{[1-(pyridin-2-ylmethyl)-1H-indazol-5-yl]amino}quinazolin-5-yl)oxy]propanoate (200 mg, 0.44 mmol) in 2-(methylamino)-ethanol (2 ml) was heated in a microwave reactor at 100° C. for 30 minutes. The 2-(methylamino)-ethanol was evaporated under high vacuum and the residue was partitioned between water and DCM. The organic phase was washed with brine, dried and evaporated to a gum. The title compound was isolated by chromatography (silica, 5% 2M NH3-methanol... The reactants are CN=C=O (Methyl isocyanate), C(C1=CC=CC=C1)N1CCC(CC1)O (1-benzyl-4-piperidinol). Run in C(Cl)(Cl)Cl (chloroform). The product is CNC(OC1CCN(CC1)CC1=CC=CC=C1)=O (1-Benzyl-4-piperidinyl methylcarbamate). Reaction SMILES: [CH3:1][N:2]=[C:3]=[O:4].[CH2:5]([N:12]1[CH2:17][CH2:16][CH:15]([OH:18])[CH2:14][CH2:13]1)[C:6]1[CH:11]=[CH:10][CH:9]=[CH:8][CH:7]=1>C(Cl)(Cl)Cl>[CH3:1][NH:2][C:3](=[O:4])[O:18][CH:15]1[CH2:16][CH2:17][N:12]([CH2:5][C:6]2[CH:7]=[CH:8][CH:9]=[CH:10][CH:11]=2)[CH2:13][CH2:14]1. Procedure: Methyl isocyanate (8.94 g, 157 mmol) was added to a solution of 1-benzyl-4-piperidinol (10 g, 52.3 mmol) in chloroform (80 ml), and the reaction stirred under reflux for 16 hours. The cooled mixture was concentrated under reduced pressure, the residual solid was triturated from 40–60 petroleum ether, and the product filtered and dried to afford the title compound as a white solid, 1 g. m.p.—106–108° C. Starting materials: ClC1=CC=C(C=C1)C1(CCC1)C(CCCO)N(C)C (4-[1-(4-chlorophenyl)cyclobutyl]-4-dimethylaminobutan-1-ol), [H-].[Na+] (sodium hydride), ClCC(=O)N1CCOCC1 (chloroacetylmorpholine), product, solution, [Cl-].[NH4+] (ammonium chloride), C[Li] (methyllithium). The solvent is O1CCCC1 (tetrahydrofuran), O1CCCC1 (tetrahydrofuran), O1CCCC1 (tetrahydrofuran), CCOCC (ether), CCOCC (ether), CCOCC (ether), CN(C=O)C (dimethylformamide), O (water). Conditions: time 16 hour. The product is ClC1=CC=C(C=C1)C1(CCC1)C(CCCOCC(C)=O)N(C)C (1-{4-[1-(4-chlorophenyl)cyclobutyl] -4-dimethylaminobutoxy}propan-2-one). RXN SMILES: [Cl:1][C:2]1[CH:7]=[CH:6][C:5]([C:8]2([CH:12]([N:17]([CH3:19])[CH3:18])[CH2:13][CH2:14][CH2:15][OH:16])[CH2:11][CH2:10][CH2:9]2)=[CH:4][CH:3]=1.[H-].[Na+].ClCC(N1[CH2:31][CH2:30][O:29]CC1)=O.[CH3:32][Li].[Cl-].[NH4+]>O1CCCC1.CCOCC.O.CN(C)C=O>[Cl:1][C:2]1[CH:3]=[CH:4][C:5]([C:8]2([CH:12]([N:17]([CH3:19])[CH3:18])[CH2:13][CH2:14][CH2:15][O:16][CH2:32][C:30](=[O:29])[CH3:31])[CH2:9][CH2:10][CH2:11]2)=[CH:6][CH:7]=1 |f:1.2,5.6|. Procedure details: A solution of the product of Example 142 (28.1 g) in tetrahydrofuran (60 ml) was added under argon to a stirred suspension of sodium hydride (5.04 g of a 50% dispersion in mineral oil) in tetrahydrofuran (30 ml) at <30° C. After 45 minutes dimethylformamide (10 ml) was added the mixture stirred for 16 hours at ambient temperature. The mixture was cooled to below 10° C. and a solution of chloroacetylmorpholine (18 g) in tetrahydrofuran (60 ml) added. The mixture was then stirred at ambient temper...